Dataset: the Open Reaction Database (ORD), a public repository of structured organic reaction records. Task: describe an organic reaction: reactants, conditions, products, and yield Reactants: C([O-])([O-])=O.[K+].[K+] (potassium carbonate), C(C1=CC=CC=C1)Br (benzyl bromide), CSC1=NC2=C(C(NC=C2)=O)N1 (2-methylmercapto-3,5-dihydro-imidazo[4,5-c]pyridin-4-one). Solvent: CN(C=O)C (dimethylformamide), O (water). Conditions: time 3 hour. Product: C(C1=CC=CC=C1)N1C(=NC2=C1C(N(C=C2)CC2=CC=CC=C2)=O)SC (3,5-dibenzyl-2-methylmercapto-3,5-dihydro-imidazo[4,5-c]pyridin-4-one). Yield: 26.0%. RXN SMILES: [C:1](=[O:4])([O-])[O-].[K+].[K+].[CH2:7](Br)[C:8]1[CH:13]=[CH:12][CH:11]=[CH:10][CH:9]=1.[CH3:15][S:16][C:17]1[NH:26][C:20]2[C:21](=O)[NH:22][CH:23]=[CH:24][C:19]=2[N:18]=1>CN(C)C=O.O>[CH2:7]([N:26]1[C:20]2[C:1](=[O:4])[N:22]([CH2:21][C:8]3[CH:13]=[CH:12][CH:11]=[CH:10][CH:9]=3)[CH:23]=[CH:24][C:19]=2[N:18]=[C:17]1[S:16][CH3:15])[C:8]1[CH:13]=[CH:12][CH:11]=[CH:10][CH:9]=1 |f:0.1.2|. Procedure: 553 mg (4.0 mmol) of potassium carbonate and 0.48 ml (4.0 mmol) of benzyl bromide were added to a solution of 362 mg (2.0 mmol) of 2-methylmercapto-3,5-dihydro-imidazo[4,5-c]pyridin-4-one in 5.0 ml of dimethylformamide and this mixture was stirred for three hours at ambient temperature. Then it was diluted with 10 ml of water and extracted three times with 10 ml of ethyl acetate. The organic extracts were dried and evaporated down, the crude product thus obtained was purified by column chromatog... Starting materials: O=C([O-])[O-], C=CCCl, CC(C)=O, O=C1NCc2c(-c3ccccc3Cl)cc(O)cc2N1c1c(Cl)cccc1Cl, [I-], [K+], [K+], [Na+]. Product: C=CCOc1cc(-c2ccccc2Cl)c2c(c1)N(c1c(Cl)cccc1Cl)C(=O)NC2. Reaction SMILES: [C:28](=[O:29])([O-:30])[O-:31].[CH2:34]([CH:35]=[CH2:36])[Cl:37].[CH3:40][C:41](=[O:42])[CH3:43].[Cl:1][c:2]1[c:3]([N:9]2[C:10](=[O:27])[NH:11][CH2:12][c:13]3[c:14](-[c:20]4[c:21]([Cl:26])[cH:22][cH:23][cH:24][cH:25]4)[cH:15][c:16]([OH:19])[cH:17][c:18]32)[c:4]([Cl:8])[cH:5][cH:6][cH:7]1.[I-:39].[K+:32].[K+:33].[Na+:38]>>[Cl:1][c:2]1[c:3]([N:9]2[C:10](=[O:27])[NH:11][CH2:12][c:13]3[c:14](-[c:20]4[c:21]([Cl:26])[cH:22][cH:23][cH:24][cH:25]4)[cH:15][c:16]([O:19][CH2:36][CH:35]=[CH2:34])[cH:17][c:18]32)[c:4]([Cl:8])[cH:5][cH:6][cH:7]1. The reactants are COCOc1c(C)c(C)c2c(c1C)SC(CCCOCCN(C)C)O2, CC(=O)O, O=S(=O)(O)O. The product is Cc1c(C)c2c(c(C)c1O)SC(CCCOCCN(C)C)O2. RXN SMILES: [CH3:1][N:2]([CH2:3][CH2:4][O:5][CH2:6][CH2:7][CH2:8][CH:9]1[O:10][c:11]2[c:12]([c:14]([CH3:24])[c:15]([O:20][CH2:21][O:22][CH3:23])[c:16]([CH3:19])[c:17]2[CH3:18])[S:13]1)[CH3:25].[CH3:31][C:32](=[O:33])[OH:34].[S:26](=[O:27])(=[O:28])([OH:29])[OH:30]>>[CH3:1][N:2]([CH2:3][CH2:4][O:5][CH2:6][CH2:7][CH2:8][CH:9]1[O:10][c:11]2[c:12]([c:14]([CH3:24])[c:15]([OH:20])[c:16]([CH3:19])[c:17]2[CH3:18])[S:13]1)[CH3:25]. The reactants are (E)-4-methyl-6-(2'-tetrahydropyranyloxy)-4-hexan-1-yltriphenylphosphonium iodide, COC(C(CCC=C(CCC=C(CCC=C(C)C)C)C)=O)OC (1,1-dimethoxy-6,10,14-trimethyl-5,9,13-pentadecatrien-2-one), C(C)(=O)O (acetic acid). The solvent is O1CCCC1 (tetrahydrofuran). Yields the product O1C(CCCC1)OCC=C(CCC=C(CCC=C(CCC=C(CCC=C(C)C)C)C)C=O)C (7-formyl-3,11,15,19-tetramethyl-2,6,10,14,18-eicosapentaen-1-ol tetrahydropyranyl ether). As a reaction SMILES: CO[CH:3]([O:22]C)[C:4](=O)[CH2:5][CH2:6][CH:7]=[C:8]([CH3:20])[CH2:9][CH2:10][CH:11]=[C:12]([CH3:19])[CH2:13][CH2:14][CH:15]=[C:16]([CH3:18])[CH3:17].[C:24]([OH:27])(=[O:26])[CH3:25]>O1CCCC1>[O:26]1[CH2:5][CH2:4][CH2:3][CH2:25][CH:24]1[O:27][CH2:6][CH:7]=[C:8]([CH3:20])[CH2:9][CH2:10][CH:11]=[C:4]([CH:3]=[O:22])[CH2:5][CH2:6][CH:7]=[C:8]([CH3:20])[CH2:9][CH2:10][CH:11]=[C:12]([CH3:19])[CH2:13][CH2:14][CH:15]=[C:16]([CH3:17])[CH3:18]. Reported procedure: Following the procedure stated in Example 2-(1), 5.8 g of (E)-4-methyl-6-(2'-tetrahydropyranyloxy)-4-hexan-1-yltriphenylphosphonium iodide was treated with n-buthyllithium in 30 ml of anhydrous tetrahydrofuran. Then, the resultant was treated with 3.2 g of 1,1-dimethoxy-6,10,14-trimethyl-5,9,13-pentadecatrien-2-one prepared by the process stated in Referential example 7. The resulting oil was treated with 40 ml of 50% acetic acid to yield 4.2 g of 7-formyl-3,11,15,19-tetramethyl-2,6,10,14,18-eic... The reactants are C(C)OC(=O)C=1C=C2COC(=O)C2=CC1 (5-Ethoxycarbonylphthalid), NC(CO)(C)C (2-amino-2-methylpropan-1-ol). Yields the product OCC(C)(C)NC(=O)C=1C=C2COC(=O)C2=CC1 (5-(1 -Hydroxy-2-methylprop-2-yl)carbamylphthalid). Reaction SMILES: C(O[C:4]([C:6]1[CH:7]=[C:8]2[C:13](=[CH:14][CH:15]=1)[C:11](=[O:12])[O:10][CH2:9]2)=[O:5])C.[NH2:16][C:17]([CH3:21])([CH3:20])[CH2:18][OH:19]>C1(C)C=CC=CC=1>[OH:19][CH2:18][C:17]([NH:16][C:4]([C:6]1[CH:7]=[C:8]2[C:13](=[CH:14][CH:15]=1)[C:11](=[O:12])[O:10][CH2:9]2)=[O:5])([CH3:21])[CH3:20]. Run in C1(=CC=CC=C1)C (toluene). Procedure details: Method B): 5-Ethoxycarbonylphthalid (82 g, 0.4 mole) is added to a solution of 2-amino-2-methylpropan-1-ol (44.6 g. 0.5 mole) in toluene (100 ml). The mixture is heated to reflux temperature for 24 hours. Upon cooling the title compound is filtered off and recrystallised from hot toluene.